This data is from the Open Reaction Database (ORD), a public repository of structured organic reaction records. The task is: describe an organic reaction: reactants, conditions, products, and yield Reaction conditions: time 4 hour. Starting materials: [Na] (sodium), ClC1=C2C3=CC(CCC3(CC2=CC(=C1Cl)OCC#N)CCC)=O ((+) [(5,6-dichloro-2,3,9,9a-tetrahydro-3-oxo-9a-propy-1H-fluoren-7-yl)oxy]-acetonitrile), Cl (hydrogen chloride), Cl.Cl.C(CN)N (ethylenediamine dihydrochloride). Yields the product ClC1=C2C3=CC(CCC3(CC2=CC(=C1Cl)OCC=1NCCN1)CCC)=O (2-[(5,6-dichloro-2,3,9,9a-tetrahydro-3-oxo-9a-propyl-1H-fluoren-7-yl)-oxymethl]imidazoline). Procedure: To a solution of sodium metal (20 mg) in methanol (30 ml) was added (+) [(5,6-dichloro-2,3,9,9a-tetrahydro-3-oxo-9a-propy-1H-fluoren-7-yl)oxy]-acetonitrile (1.05 g, 3.0 mMole). The reaction mixture was stirred for 11/4 hours in a nitrogen atmosphere then treated with ethylenediamine dihydrochloride (410 mg, 3.1 mMole) and stirring was continued for 2 hours. Ethanolic hydrogen chloride was added until the reaction mixture was just acidic. After 1/2 hour, the methanol was distilled at reduced pres... RXN SMILES: [Na].[Cl:2][C:3]1[C:15]([Cl:16])=[C:14]([O:17][CH2:18][C:19]#[N:20])[CH:13]=[C:12]2[C:4]=1[C:5]1[C:10]([CH2:21][CH2:22][CH3:23])([CH2:11]2)[CH2:9][CH2:8][C:7](=[O:24])[CH:6]=1.Cl.Cl.[CH2:27](N)[CH2:28][NH2:29].Cl>CO>[Cl:2][C:3]1[C:15]([Cl:16])=[C:14]([O:17][CH2:18][C:19]2[NH:29][CH2:28][CH2:27][N:20]=2)[CH:13]=[C:12]2[C:4]=1[C:5]1[C:10]([CH2:21][CH2:22][CH3:23])([CH2:11]2)[CH2:9][CH2:8][C:7](=[O:24])[CH:6]=1 |f:2.3.4,^1:0|. Solvent: CO (methanol).